Task: describe an organic reaction: reactants, conditions, products, and yield. Dataset: the Open Reaction Database (ORD), a public repository of structured organic reaction records Starting materials: NC1=C(C(=O)N)C=CC(=C1)C (2-amino-4-methylbenzamide), C(=O)O (formic acid). Run at temperature 100 celsius. Product: CC1=CC=C2C(NC=NC2=C1)=O (7-methylquinazolin-4(3H)-one). Yield: 84.5%. As a reaction SMILES: [NH2:1][C:2]1[CH:10]=[C:9]([CH3:11])[CH:8]=[CH:7][C:3]=1[C:4]([NH2:6])=[O:5].[CH:12](O)=O>>[CH3:11][C:9]1[CH:10]=[C:2]2[C:3]([C:4](=[O:5])[NH:6][CH:12]=[N:1]2)=[CH:7][CH:8]=1. Procedure details: A mixture of 2-amino-4-methylbenzamide (20 g, 133 mmol) and formic acid (120 ml, 3129 mmol) was heated to 100° C. for 6 h. The reaction was cooled to RT and the volatiles were removed under reduced pressure. The residue was then washed carefully with aqueous saturated sodium bicarbonate and then with water. The tan solid was then dried in a vacuum oven at 45° C. overnight to give 7-methylquinazolin-4(3H)-one (18.00 g, 84% yield). MS (ESI, pos. ion) m/z: 161 [M+H]+ Starting materials: CN(C1CCN(CC1)C(=O)OCC)C(=S)NC1=CC=CC=C1 (ethyl 4-[methyl[(phenylamino)thioxomethyl]amino]-1-piperidinecarboxylate), C(Cl)(Cl)(Cl)Cl (carbon tetrachloride), BrBr (bromine), C(Cl)(Cl)(Cl)Cl (carbon tetrachloride). Reaction conditions: time 30 minute. Yields the product Cl.CN(C=1SC2=C(N1)C=CC=C2)C2CCNCC2 (N-methyl-N-(4-piperidinyl)-1,3-benzothiazole-2-amine hydrochloride). Yield: 71.0%. Reaction SMILES: [CH3:1][N:2]([C:14]([NH:16][C:17]1[CH:22]=[CH:21][CH:20]=[CH:19][CH:18]=1)=[S:15])[CH:3]1[CH2:8][CH2:7][N:6](C(OCC)=O)[CH2:5][CH2:4]1.BrBr.C(Cl)(Cl)(Cl)[Cl:26]>>[ClH:26].[CH3:1][N:2]([CH:3]1[CH2:8][CH2:7][NH:6][CH2:5][CH2:4]1)[C:14]1[S:15][C:18]2[CH:19]=[CH:20][CH:21]=[CH:22][C:17]=2[N:16]=1 |f:3.4|. Reported procedure: To a suspension of ethyl 4-[methyl[(phenylamino)thioxomethyl]amino]-1-piperidinecarboxylate (4.02 g, 12.5 mmol) in carbon tetrachloride (25 mL) was added dropwise a solution of bromine (2.00 g, 12.5 mmol) in carbon tetrachloride (10 mL), the mixture was stirred at room temperature for 30 minutes, and heated to reflex for 1 hours. The insolubles were filtered, and washed with hexane. This was dissolved in 48% hydrobromic acid (40 mL), and the solution was heated to reflux for 2 hours. The reactio...